Task: describe an organic reaction: reactants, conditions, products, and yield. Dataset: the Open Reaction Database (ORD), a public repository of structured organic reaction records Starting materials: CO, COc1cc(C(C)C)c(S(=O)(=O)c2ccc(C)cc2)cc1C(F)(F)F, Cl, [Na+], [OH-], O. Yields the product COc1cc(C(C)C)c(O)cc1C(F)(F)F. Reaction SMILES: [CH3:29][OH:30].[CH:1]([CH3:2])([CH3:3])[c:4]1[c:5]([S:16]([c:17]2[cH:18][cH:19][c:20]([CH3:21])[cH:22][cH:23]2)(=[O:24])=[O:25])[cH:6][c:7]([C:12]([F:13])([F:14])[F:15])[c:8]([O:10][CH3:11])[cH:9]1.[ClH:28].[Na+:27].[OH-:26].[OH2:31]>>[CH:1]([CH3:2])([CH3:3])[c:4]1[c:5]([OH:26])[cH:6][c:7]([C:12]([F:13])([F:14])[F:15])[c:8]([O:10][CH3:11])[cH:9]1. Starting materials: above isomer mixture, BrC=1C=C(C=C2N=CC(=NC12)O)C (8-bromo-2-hydroxy-6-methylquinoxaline), BrC=1C=C(C=C2N=C(C=NC12)O)C (8-bromo-3-hydroxy-6-methylquinoxaline), [OH-].[Na+] (sodium hydroxide), C(F)(F)Cl (Freon22). Reagents/catalysts: [Br-].C(CCC)[N+](CCCC)(CCCC)CCCC (tetra-n-butylammonium bromide). Solvent: CCCCCC (Hexane), O1CCOCC1 (dioxane), C(C)OCC (diethyl ether), O (water). Run at time 4 hour. Product: BrC=1C=C(C=C2N=C(C=NC12)OC(F)F)C (8-bromo-3-difluoromethoxy-6-methylquinoxaline). As a reaction SMILES: BrC1C=C(C)C=C2C=1N=C(O)C=N2.[Br:14][C:15]1[CH:16]=[C:17]([CH3:26])[CH:18]=[C:19]2[C:24]=1[N:23]=[CH:22][C:21]([OH:25])=[N:20]2.[OH-].[Na+].[CH:29](Cl)([F:31])[F:30]>[Br-].C([N+](CCCC)(CCCC)CCCC)CCC.O1CCOCC1.CCCCCC.C(OCC)C.O>[Br:14][C:15]1[CH:16]=[C:17]([CH3:26])[CH:18]=[C:19]2[C:24]=1[N:23]=[CH:22][C:21]([O:25][CH:29]([F:31])[F:30])=[N:20]2 |f:2.3,5.6|. Reported procedure: To a suspension of 5.0 g (20.9 mmol) of the above isomer mixture of 8-bromo-2-hydroxy-6-methylquinoxaline and 8-bromo-3-hydroxy-6-methylquinoxaline (prepared as in Example 3) and 9.0 g(27.1 mmol) of tetra-n-butylammonium bromide stirring in 150 ml of dioxane,20 g (250.0 mmol) of 50% aqueous sodium hydroxide were added. The reaction mixture was placed under an atmosphere of chlorodifluoromethane (Freon22*)whereby slight pressure was maintained by having a balloon over the reaction flask. A slow e...